This data is from the Open Reaction Database (ORD), a public repository of structured organic reaction records. The task is: describe an organic reaction: reactants, conditions, products, and yield Reactants: NC=1C=C2C(=CNC2=CC1)C1CCN(CC1)C (5-amino-3-(1-methyl-piperidin-4-yl)-1H-indole), ClC(=O)OCC=C (allyl chloroformate). Yields the product C(C=C)OC(=O)NC=1C=C2C(=CNC2=CC1)C1CCN(CC1)C (5-(allyloxycarbonyl)amino-3-(1-methylpiperidin-4-yl)-1H-indole). Yield: 70.8%. RXN SMILES: [NH2:1][C:2]1[CH:3]=[C:4]2[C:8](=[CH:9][CH:10]=1)[NH:7][CH:6]=[C:5]2[CH:11]1[CH2:16][CH2:15][N:14]([CH3:17])[CH2:13][CH2:12]1.Cl[C:19]([O:21][CH2:22][CH:23]=[CH2:24])=[O:20]>>[CH2:22]([O:21][C:19]([NH:1][C:2]1[CH:3]=[C:4]2[C:8](=[CH:9][CH:10]=1)[NH:7][CH:6]=[C:5]2[CH:11]1[CH2:16][CH2:15][N:14]([CH3:17])[CH2:13][CH2:12]1)=[O:20])[CH:23]=[CH2:24]. Reported procedure: Beginning with 10 mg (0.0437 mMol) 5-amino-3-(1-methyl-piperidin-4-yl)-1H-indole and 5.5 mg (0.0458 mMol) allyl chloroformate, 9.7 mg (71%) of the title compound were recovered. Reaction SMILES: [Cl:1][C:2]1[CH:3]=[C:4]([C:10]2[O:14][N:13]=[C:12]([C:15]3[CH:16]=[C:17]4[C:21](=[CH:22][CH:23]=3)[N:20]([CH2:24][C:25]3([NH:33]C(=O)OC(C)(C)C)[CH2:30][O:29]C(C)(C)[O:27][CH2:26]3)[CH2:19][CH2:18]4)[N:11]=2)[CH:5]=[CH:6][C:7]=1[O:8][CH3:9].CC1(C)OCC(NC(=O)OC(C)(C)C)(CNC2C=CC(CCCCCCCC)=CC=2)CO1>>[NH2:33][C:25]([CH2:24][N:20]1[C:21]2[C:17](=[CH:16][C:15]([C:12]3[N:11]=[C:10]([C:4]4[CH:5]=[CH:6][C:7]([O:8][CH3:9])=[C:2]([Cl:1])[CH:3]=4)[O:14][N:13]=3)=[CH:23][CH:22]=2)[CH2:18][CH2:19]1)([CH2:26][OH:27])[CH2:30][OH:29]. Yield: 67.0%. Procedure details: When the product of Step G was substituted for tert-butyl 2,2-dimethyl-5-((4-octylphenylamino)methyl)-1,3-dioxan-5-ylcarbamate in Example 1, Step B, the identical process afforded the title compound in 67% yield, as a creamy solid. 1H-NMR (CDCl3) 1.54 (broad s, 4H+H2O); 3.07 (m, 2H); 3.19 (s, 2H); 3.47 (s, 2H); 3.55-3.62 (m, 6H); 3.98 (s, 3H); 6.67 (m, 1H); 7.03 (m, 1H); 7.82-7.9 (m, 2H); 8.01-8.06 (m, 1H); 8.22 (s, 1H); 1H-NMR (DMSO-d6) 1.52 (m, 2H); 2.9-3.03 (m, 4H); 3.57 (tr, 2H, J=8.6 Hz); 3... Product: NC(CO)(CO)CN1CCC2=CC(=CC=C12)C1=NOC(=N1)C1=CC(=C(C=C1)OC)Cl (2-Amino-2-((5-(5-(3-chloro-4-methoxyphenyl)-1,2,4-oxadiazol-3-yl)indolin-1-yl)methyl)propane-1,3-diol). The reactants are ClC=1C=C(C=CC1OC)C1=NC(=NO1)C=1C=C2CCN(C2=CC1)CC1(COC(OC1)(C)C)NC(OC(C)(C)C)=O (tert-Butyl 5-((5-(5-(3-chloro-4-methoxyphenyl)-1,2,4-oxadiazol-3-yl)indolin-1-yl)methyl)-2,2-dimethyl-1,3-dioxan-5-ylcarbamate), CC1(OCC(CO1)(CNC1=CC=C(C=C1)CCCCCCCC)NC(OC(C)(C)C)=O)C (tert-butyl 2,2-dimethyl-5-((4-octylphenylamino)methyl)-1,3-dioxan-5-ylcarbamate). Starting materials: C(#N)C1=CC=NO1 (5-cyanoisoxazole), NC=1SC=C(C1C(=O)OCC)C (2-amino-4-methyl-3-ethoxycarbonyl-thiophene), O=P(Cl)(Cl)Cl (POCl3). Product: CC1=CSC=2N=CN=CC21 (5-methyl-thieno-[2,3-d]-pyrimidine). As a reaction SMILES: [C:1](C1ON=CC=1)#[N:2].[NH2:8][C:9]1[S:10][CH:11]=[C:12]([CH3:19])[C:13]=1[C:14](OCC)=O.O=P(Cl)(Cl)Cl>>[CH3:19][C:12]1[C:13]2[CH:14]=[N:2][CH:1]=[N:8][C:9]=2[S:10][CH:11]=1. Procedure details: With the procedure of Example 477, the reaction of 5-cyanoisoxazole and 2-amino-4-methyl-3-ethoxycarbonyl-thiophene, and the subsequent reaction with POCl3 yields 4-chloro-2-isoxazol-5-yl)-5-methyl-thieno-[2,3-d]-pyrimidine. Run in CCO (EtOH). As a reaction SMILES: [C:1]([O:5][C@@H:6]([C:12]1[C:13]([CH3:34])=[N:14][C:15]2[N:16]([N:26]=[C:27]([C:29]([O:31]CC)=[O:30])[CH:28]=2)[C:17]=1[N:18]1[CH2:23][CH2:22][C:21]([CH3:25])([CH3:24])[CH2:20][CH2:19]1)[C:7]([O:9][CH2:10][CH3:11])=[O:8])([CH3:4])([CH3:3])[CH3:2].[OH-].[Na+]>CCO>[C:1]([O:5][C@@H:6]([C:12]1[C:13]([CH3:34])=[N:14][C:15]2[N:16]([N:26]=[C:27]([C:29]([OH:31])=[O:30])[CH:28]=2)[C:17]=1[N:18]1[CH2:23][CH2:22][C:21]([CH3:25])([CH3:24])[CH2:20][CH2:19]1)[C:7]([O:9][CH2:10][CH3:11])=[O:8])([CH3:2])([CH3:3])[CH3:4] |f:1.2|. Isolated yield 86.9%. The reactants are C(C)(C)(C)O[C@H](C(=O)OCC)C=1C(=NC=2N(C1N1CCC(CC1)(C)C)N=C(C2)C(=O)OCC)C ((S)-ethyl 6-(1-(tert-butoxy)-2-ethoxy-2-oxoethyl)-7-(4,4-dimethylpiperidin-1-yl)-5-methylpyrazolo[1,5-a]pyrimidine-2-carboxylate), [OH-].[Na+] (NaOH). Run at time 4 hour. Procedure: To a solution of (S)-ethyl 6-(1-(tert-butoxy)-2-ethoxy-2-oxoethyl)-7-(4,4-dimethylpiperidin-1-yl)-5-methylpyrazolo[1,5-a]pyrimidine-2-carboxylate (220 mg, 0.464 mmol) in EtOH (5 mL) was added 1N NaOH (0.464 mL, 0.464 mmol) and the resulting mixture was stirred at room temp for 4 h. A this point LCMS indicated completion of reaction. Solvents were then removed under reduced pressure and the residue was diluted with water (3 mL), acidified with 1N HCl, extracted with ethyl acetate (25 mL), washed ... Yields the product C(C)(C)(C)O[C@H](C(=O)OCC)C=1C(=NC=2N(C1N1CCC(CC1)(C)C)N=C(C2)C(=O)O)C ((S)-6-(1-(tert-butoxy)-2-ethoxy-2-oxoethyl)-7-(4,4-dimethylpiperidin-1-yl)-5-methylpyrazolo[1,5-a]pyrimidine-2-carboxylic acid). Starting materials: COC=1C=C(C=2CCCCC2C1OC)C(=O)O (3,4-dimethoxy-5,6,7,8-tetrahydro-1-naphthalenecarboxylic acid), C(C(=O)Cl)(=O)Cl (oxalyl chloride). Reagents/catalysts: CN(C)C=O (DMF). Solvent: C(Cl)Cl (DCM). Run at time 2 hour. Yields the product COC=1C=C(C=2CCCCC2C1OC)C(=O)Cl (3,4-Dimethoxy-5,6,7,8-tetrahydro-1-naphthalenecarbonyl chloride). As a reaction SMILES: [CH3:1][O:2][C:3]1[CH:4]=[C:5]([C:15]([OH:17])=O)[C:6]2[CH2:7][CH2:8][CH2:9][CH2:10][C:11]=2[C:12]=1[O:13][CH3:14].C(Cl)(=O)C([Cl:21])=O>C(Cl)Cl.CN(C=O)C>[CH3:1][O:2][C:3]1[CH:4]=[C:5]([C:15]([Cl:21])=[O:17])[C:6]2[CH2:7][CH2:8][CH2:9][CH2:10][C:11]=2[C:12]=1[O:13][CH3:14]. Procedure: To a solution of 3,4-dimethoxy-5,6,7,8-tetrahydro-1-naphthalenecarboxylic acid (0.20 g, 0.85 mmol) in DCM (5 mL) was added oxalyl chloride (0.09 mL, 1.06 mmol) and 1 drop of DMF. The mixture was stirred at room temperature for 2 h. The solvent was removed in vacuo and the 3,4-dimethoxy-5,6,7,8-tetrahydro-1-naphthalenecarbonyl chloride was used without purification. Yields the product COc1cc(N2CCN(C3CCNCC3)CC2)ccc1[N+](=O)[O-]. Starting materials: COc1cc(N2CCN(C3CCN(C(=O)OC(C)(C)C)CC3)CC2)ccc1[N+](=O)[O-], ClCCl, O=C(O)C(F)(F)F. Reaction SMILES: [CH3:1][O:2][c:3]1[cH:4][c:5]([N:12]2[CH2:13][CH2:14][N:15]([CH:18]3[CH2:19][CH2:20][N:21]([C:24]([O:25][C:26]([CH3:27])([CH3:28])[CH3:29])=[O:30])[CH2:22][CH2:23]3)[CH2:16][CH2:17]2)[cH:6][cH:7][c:8]1[N+:9](=[O:10])[O-:11].[Cl:38][CH2:39][Cl:40].[F:31][C:32]([F:33])([F:34])[C:35]([OH:36])=[O:37]>>[CH3:1][O:2][c:3]1[cH:4][c:5]([N:12]2[CH2:13][CH2:14][N:15]([CH:18]3[CH2:19][CH2:20][NH:21][CH2:22][CH2:23]3)[CH2:16][CH2:17]2)[cH:6][cH:7][c:8]1[N+:9](=[O:10])[O-:11]. Reactants: C(C1=CC=CC=C1)(C1=CC=CC=C1)OC(=O)C=1N2C(C(C2SCC1CO)NC(C(=NOC(C1=CC=CC=C1)(C1=CC=CC=C1)C1=CC=CC=C1)C1=NSC(=N1)N)=O)=O (7-[2-(5-amino-[1,2,4]thiadiazol-3-yl)-2-trityloxyimino-acetylamino]-3-hydroxymethyl-8-oxo-5-thia-1-aza-bicyclo[4.2.0]oct-2-ene-2-carboxylic acid benzhydryl ester), C(C)(=O)OCC (ethyl acetate), CCCCCC (hexane). The reagents and catalysts are O=[Mn]=O (MnO2), [O-2].[O-2].[Mn+4] (manganese dioxide). The solvent is O1CCCC1 (tetrahydofurane), ClCCl (dichloromethane). Product: C(C1=CC=CC=C1)(C1=CC=CC=C1)OC(=O)C=1N2C(C(C2SCC1C=O)NC(C(=NOC(C1=CC=CC=C1)(C1=CC=CC=C1)C1=CC=CC=C1)C1=NSC(=N1)N)=O)=O (7-[2-(5-Amino-[1,2,4]thiadiazol-3-yl)-2-trityloxyimino-acetylamino]-3-formyl-8-oxo-5-thia-1-aza-bicyclo[4.2.0]oct-2-ene-2-carboxylic Acid Benzhydryl Ester). Yield: 52.1%. As a reaction SMILES: [CH:1]([O:14][C:15]([C:17]1[N:18]2[CH:21]([S:22][CH2:23][C:24]=1[CH2:25][OH:26])[CH:20]([NH:27][C:28](=[O:57])[C:29]([C:51]1[N:55]=[C:54]([NH2:56])[S:53][N:52]=1)=[N:30][O:31][C:32]([C:45]1[CH:50]=[CH:49][CH:48]=[CH:47][CH:46]=1)([C:39]1[CH:44]=[CH:43][CH:42]=[CH:41][CH:40]=1)[C:33]1[CH:38]=[CH:37][CH:36]=[CH:35][CH:34]=1)[C:19]2=[O:58])=[O:16])([C:8]1[CH:13]=[CH:12][CH:11]=[CH:10][CH:9]=1)[C:2]1[CH:7]=[CH:6][CH:5]=[CH:4][CH:3]=1.C(OCC)(=O)C.CCCCCC>O1CCCC1.ClCCl.O=[Mn]=O.[O-2].[O-2].[Mn+4]>[CH:1]([O:14][C:15]([C:17]1[N:18]2[CH:21]([S:22][CH2:23][C:24]=1[CH:25]=[O:26])[CH:20]([NH:27][C:28](=[O:57])[C:29]([C:51]1[N:55]=[C:54]([NH2:56])[S:53][N:52]=1)=[N:30][O:31][C:32]([C:39]1[CH:40]=[CH:41][CH:42]=[CH:43][CH:44]=1)([C:33]1[CH:34]=[CH:35][CH:36]=[CH:37][CH:38]=1)[C:45]1[CH:50]=[CH:49][CH:48]=[CH:47][CH:46]=1)[C:19]2=[O:58])=[O:16])([C:8]1[CH:9]=[CH:10][CH:11]=[CH:12][CH:13]=1)[C:2]1[CH:3]=[CH:4][CH:5]=[CH:6][CH:7]=1 |f:6.7.8|. Procedure: 2.2 (via MnO2): To a solution of 10.00 g (12.36 mMol) 7-[2-(5-amino-[1,2,4]thiadiazol-3-yl)-2-trityloxyimino-acetylamino]-3-hydroxymethyl-8-oxo-5-thia-1-aza-bicyclo[4.2.0]oct-2-ene-2-carboxylic acid benzhydryl ester in 100 ml tetrahydofurane and 100 ml dichloromethane is added in 13 portions in 15 min intervals 65 g manganese dioxide (0.75 Mol) with stirring. To the resulting suspension is added 10.0 g active coal and 500 ml ethyl acetate. The mixture is concentrated to a volume of 200 ml. To re...